From a dataset of the Open Reaction Database (ORD), a public repository of structured organic reaction records. describe an organic reaction: reactants, conditions, products, and yield Run at temperature -40 celsius, time 1 hour. Product: FC1=C(C=CC=C1)C1(C(NC2=CC=C(C=C12)C(F)(F)F)=O)O (3-(2-fluorophenyl)-3-hydroxy-5-(trifluoromethyl)-1,3-dihydro-2H-indol-2-one). The yield is 16.3%. The solvent is CCCCCC.C1CCCCC1 (hexane cyclohexane), C(C)(=O)OCC (ethyl acetate), O1CCCC1 (tetrahydrofuran), O1CCCC1 (tetrahydrofuran). Reactants: C(C)(CC)[Li] (sec-butyllithium), [Cl-].[NH4+] (ammonium chloride), C(C)OC(C(=O)C1=C(C=CC=C1)F)=O (ethyl(2-fluorophenyl)(oxo)acetate), C(C)(C)(C)OC(NC1=CC=C(C=C1)C(F)(F)F)=O (tert-butyl[4-(trifluoromethyl)phenyl]carbamate). Reaction SMILES: C([Li])(CC)C.C(O[C:11](=[O:23])[NH:12][C:13]1[CH:18]=[CH:17][C:16]([C:19]([F:22])([F:21])[F:20])=[CH:15][CH:14]=1)(C)(C)C.C(OC(=O)[C:28]([C:30]1[CH:35]=[CH:34][CH:33]=[CH:32][C:31]=1[F:36])=[O:29])C.[Cl-].[NH4+]>C(OCC)(=O)C.O1CCCC1.CCCCCC.C1CCCCC1>[F:36][C:31]1[CH:32]=[CH:33][CH:34]=[CH:35][C:30]=1[C:28]1([OH:29])[C:14]2[C:13](=[CH:18][CH:17]=[C:16]([C:19]([F:20])([F:21])[F:22])[CH:15]=2)[NH:12][C:11]1=[O:23] |f:3.4,7.8|. Procedure details: 16.8 mL of a hexane-cyclohexane solution of 1.0 mol/L sec-butyllithium was added dropwise under −78° C. cooling to a 15 mL tetrahydrofuran solution of 2 g of tert-butyl[4-(trifluoromethyl)phenyl]carbamate, and the reaction mixture was stirred for 1 hour. The temperature was then raised to −40° C., and the reaction mixture was stirred for 2.5 hours at that temperature. The reaction mixture was cooled back down to −78° C., a 7.5 mL tetrahydrofuran solution of 2.23 g of ethyl(2-fluorophenyl)(oxo)ac... Reactants: C(C)(C)(C)OC(=O)N1C(OC([C@H]1CC1=C(C=CC=C1)F)CC1=C(C(=O)O)C=CC=N1)(C)C (2-[(R)-3-tert-butoxycarbonyl-4-(2-fluoro-benzyl)-2,2-dimethyl-oxazolidin-5-ylmethyl]-nicotinic acid), solution, C[Si](C)(C)C=[N+]=[N-] (trimethylsilyl-diazomethane), CCCCCC (hexane). Solvent: C1=CC=CC=C1 (benzene), CO (methanol). Conditions: time 1 hour. The product is COC(C1=C(N=CC=C1)C[C@H]1[C@H](N(C(O1)(C)C)C(=O)OC(C)(C)C)CC1=C(C=CC=C1)F)=O (2-[(4R,5S)-3-tert-Butoxycarbonyl-4-(2-fluoro-benzyl)-2,2-dimethyl-oxazolidin-5-ylmethyl]-nicotinic acid methyl ester). As a reaction SMILES: [C:1]([O:5][C:6]([N:8]1[C@H:12]([CH2:13][C:14]2[CH:19]=[CH:18][CH:17]=[CH:16][C:15]=2[F:20])[CH:11]([CH2:21][C:22]2[N:30]=[CH:29][CH:28]=[CH:27][C:23]=2[C:24]([OH:26])=[O:25])[O:10][C:9]1([CH3:32])[CH3:31])=[O:7])([CH3:4])([CH3:3])[CH3:2].[CH3:33][Si](C=[N+]=[N-])(C)C.CCCCCC>C1C=CC=CC=1.CO>[CH3:33][O:25][C:24](=[O:26])[C:23]1[CH:27]=[CH:28][CH:29]=[N:30][C:22]=1[CH2:21][C@@H:11]1[O:10][C:9]([CH3:32])([CH3:31])[N:8]([C:6]([O:5][C:1]([CH3:4])([CH3:2])[CH3:3])=[O:7])[C@@H:12]1[CH2:13][C:14]1[CH:19]=[CH:18][CH:17]=[CH:16][C:15]=1[F:20]. Reported procedure: To a solution of 2-[(R)-3-tert-butoxycarbonyl-4-(2-fluoro-benzyl)-2,2-dimethyl-oxazolidin-5-ylmethyl]-nicotinic acid (11 g, 25 mmol) in 200 mL of benzene and 30 mL of methanol is added a 2M solution of trimethylsilyl-diazomethane in hexane (16 mL, 32 mmol). The reaction is allowed to stir for 1 hour at RT after which time the solvent is removed under reduced pressure. Purification of the resultant residue by silica gel flash column chromatography gives the title compound. The reactants are C1(CC1)N (Cyclopropylamine), CN(C=O)C (dimethylformamide), O (Water), C1(=CC=CC=C1)OC(NC1=C(C(=C(C=C1)OC1=CC=NC2=CC(=C(C=C12)C#N)OCC1=CC=CC=C1)C)C)=O ((4-(7-benzyloxy-6-cyano-quinolin-4-yloxy)-2,3-dimethylphenyl)carbamic acid phenyl ester). Run in C(C)(=O)OCC (ethyl acetate). Run at time 10 minute. Product: C(C1=CC=CC=C1)OC1=C(C=C2C(=CC=NC2=C1)OC1=C(C(=C(C=C1)NC(=O)NC1CC1)C)C)C#N (N-(4-(7-Benzyloxy-6-cyano-quinolin-4-yloxy)-2,3-dimethylphenyl)-N′-cyclopropylurea). RXN SMILES: [CH:1]1([NH2:4])[CH2:3][CH2:2]1.CN(C)C=O.C1([O:16][C:17](=O)[NH:18][C:19]2[CH:24]=[CH:23][C:22]([O:25][C:26]3[C:35]4[C:30](=[CH:31][C:32]([O:38][CH2:39][C:40]5[CH:45]=[CH:44][CH:43]=[CH:42][CH:41]=5)=[C:33]([C:36]#[N:37])[CH:34]=4)[N:29]=[CH:28][CH:27]=3)=[C:21]([CH3:46])[C:20]=2[CH3:47])C=CC=CC=1.O>C(OCC)(=O)C>[CH2:39]([O:38][C:32]1[CH:31]=[C:30]2[C:35]([C:26]([O:25][C:22]3[CH:23]=[CH:24][C:19]([NH:18][C:17]([NH:4][CH:1]4[CH2:3][CH2:2]4)=[O:16])=[C:20]([CH3:47])[C:21]=3[CH3:46])=[CH:27][CH:28]=[N:29]2)=[CH:34][C:33]=1[C:36]#[N:37])[C:40]1[CH:45]=[CH:44][CH:43]=[CH:42][CH:41]=1. Procedure: Cyclopropylamine (1 ml) was added to dimethylformamide (10 ml), and then (4-(7-benzyloxy-6-cyano-quinolin-4-yloxy)-2,3-dimethylphenyl)carbamic acid phenyl ester (1.99 g) was added thereto and the mixture was stirred at room temperature for 10 minutes. Water (30 ml) and ethyl acetate (30 ml) were added, and the precipitated crystals were filtered out and washed with ethyl acetate to obtain the title compound (1660 mg).